describe an organic reaction: reactants, conditions, products, and yield From a dataset of the Open Reaction Database (ORD), a public repository of structured organic reaction records. Starting materials: CC(C)(C)N=C=S, CC#N, N=C1SCCN1c1cc(Cl)ccc1[N+](=O)[O-]. Product: CC(C)(C)NC(=S)N=C1SCCN1c1cc(Cl)ccc1[N+](=O)[O-]. RXN SMILES: [C:17]([CH3:18])([CH3:19])([CH3:20])[N:21]=[C:22]=[S:23].[CH3:24][C:25]#[N:26].[NH:1]=[C:2]1[S:3][CH2:4][CH2:5][N:6]1[c:7]1[c:8]([N+:14](=[O:15])[O-:16])[cH:9][cH:10][c:11]([Cl:13])[cH:12]1>>[N:1](=[C:2]1[S:3][CH2:4][CH2:5][N:6]1[c:7]1[c:8]([N+:14](=[O:15])[O-:16])[cH:9][cH:10][c:11]([Cl:13])[cH:12]1)[C:22]([NH:21][C:17]([CH3:18])([CH3:19])[CH3:20])=[S:23]. Starting materials: solution, [Li]CCCC (n-BuLi), CCCCCC (hexane), CN1C2=C(C3=CC(=CC=C13)OC)C1=CC=CC=C1C2 (N-methyl-2-methoxy-5,6-dihydroindeno[2,1-b]indole), Cl[Si](C)(C)Cl (dichlorodimethylsilane), N1=CC=C2C=CC=3C(=C12)C=C1C=CC=CC13 (indenoindole), [Li]CCCC (n-BuLi). Solvent: C1CCOC1 (THF), C1CCOC1 (THF). Reaction conditions: temperature -78 celsius, time 5 hour. The product is Cl[Si](C1C2=CC=CC=C2C2=C1N(C1=CC=C(C=C21)OC)C)(C)C (Chlorodimethyl(N-methyl-2-methoxy-5,6-dihydroindeno[2,1-b]indol-6-yl)silane). As a reaction SMILES: [Li]CCCC.CCCCCC.[CH3:12][N:13]1[C:21]2[C:16](=[CH:17][C:18]([O:22][CH3:23])=[CH:19][CH:20]=2)[C:15]2[C:24]3[C:29]([CH2:30][C:14]1=2)=[CH:28][CH:27]=[CH:26][CH:25]=3.N1C2C(C=CC3C=2C=C2C=3C=CC=C2)=CC=1.[Cl:47][Si:48](Cl)([CH3:50])[CH3:49]>C1COCC1>[Cl:47][Si:48]([CH3:50])([CH3:49])[CH:30]1[C:14]2[N:13]([CH3:12])[C:21]3[C:16]([C:15]=2[C:24]2[C:29]1=[CH:28][CH:27]=[CH:26][CH:25]=2)=[CH:17][C:18]([O:22][CH3:23])=[CH:19][CH:20]=3. Procedure: 3.4 mL of a 2.5 M solution of n-BuLi in hexane (8.50 mmol) were added dropwise to a solution of 2.22 g of N-methyl-2-methoxy-5,6-dihydroindeno[2,1-b]indole, obtained as reported above, (Mw=249.32, purity 85.8%, 7.64 mmol; indenoindole: n-BuLi=1:1.1) in 50 mL of THF, previously cooled to −78° C. At the end of the addition, the brown solution was allowed to warm up to room temperature and stirred for 5 hours. Then it was cooled again to −78° C. and added dropwise to a solution of dichlorodimethyls...